Task: describe an organic reaction: reactants, conditions, products, and yield. Dataset: the Open Reaction Database (ORD), a public repository of structured organic reaction records The reactants are C(\C=C\C=C\C(=O)OC)(=O)OC (trans,trans dimethyl muconate), C=CC1=CC=CC=C1 (styrene), Al2O3, C(C)(C)(C)C1=C(C(O)=CC=C1)O (tert-butyl catechol). The solvent is COCCOCCOC (diglyme). Conditions: temperature 150 celsius. Yields the product C1(=CC=CC=C1)C1C(CCC(C1)C(=O)OC)C(=O)OC (dimethyl 2-phenyl-cyclohexane-1,4-dicarboxylate). Reaction SMILES: [C:1]([O:11][CH3:12])(=[O:10])/[CH:2]=[CH:3]/[CH:4]=[CH:5]/[C:6]([O:8][CH3:9])=[O:7].[CH2:13]=[CH:14][C:15]1[CH:20]=[CH:19][CH:18]=[CH:17][CH:16]=1.C(C1C=CC=C(O)C=1O)(C)(C)C>COCCOCCOC>[C:15]1([CH:14]2[CH2:13][CH:2]([C:1]([O:11][CH3:12])=[O:10])[CH2:3][CH2:4][CH:5]2[C:6]([O:8][CH3:9])=[O:7])[CH:20]=[CH:19][CH:18]=[CH:17][CH:16]=1. Procedure details: In a 75 ml sealed tube, a stirred suspension of trans,trans dimethyl muconate (10.0 g, 58.8 mmol), two equivalents of styrene (13.5 ml, 117.6 mmol), neutral Al2O3 (300 mg of Aldrich 199974, 3 mass percent), and tert-butyl catechol (25 mg, 0.2 mol percent) in diglyme (20 ml, 2.9 M) is heated to 150° C. for 24 hours. After cooling to room temperature, the reaction mixture is filtered, transferred to a flask, and concentrated. The residue is redissolved in triglyme (0.5 M). Pd/Al2O3 catalyst is add...